This data is from the Open Reaction Database (ORD), a public repository of structured organic reaction records. The task is: describe an organic reaction: reactants, conditions, products, and yield The reactants are NC1=C(C=C(C=C1)C1=NN(C2=NC=NC(=C21)N)C2CCC(CC2)N2CCN(CC2)C)OC (3-(4-amino-3-methoxyphenyl)-1-[4-(4-methylpiperazino)-cyclohexyl]-1H-pyrazolo[3,4-d]pyrimidin-4-amine), C(C1=CC=CC=C1)(=O)Cl (benzoyl chloride). Solvent: ClCCl (dichloromethane). Reaction conditions: time 4 hour. Yields the product NC1=C2C(=NC=N1)N(N=C2C2=CC(=C(C=C2)NC(C2=CC=CC=C2)=O)OC)[C@@H]2CC[C@H](CC2)N2CCN(CC2)C (trans-N-{4-{4-amino-1-[4-(4-methylpiperazino)cyclohexyl]-1H-pyrazolo[3,4-d]pyrimidin-3-yl}-2-methoxyphenyl}benzamide). The yield is 63.4%. As a reaction SMILES: [NH2:1][C:2]1[CH:7]=[CH:6][C:5]([C:8]2[C:16]3[C:11](=[N:12][CH:13]=[N:14][C:15]=3[NH2:17])[N:10]([CH:18]3[CH2:23][CH2:22][CH:21]([N:24]4[CH2:29][CH2:28][N:27]([CH3:30])[CH2:26][CH2:25]4)[CH2:20][CH2:19]3)[N:9]=2)=[CH:4][C:3]=1[O:31][CH3:32].[C:33](Cl)(=[O:40])[C:34]1[CH:39]=[CH:38][CH:37]=[CH:36][CH:35]=1>ClCCl>[NH2:17][C:15]1[N:14]=[CH:13][N:12]=[C:11]2[N:10]([C@H:18]3[CH2:23][CH2:22][C@H:21]([N:24]4[CH2:25][CH2:26][N:27]([CH3:30])[CH2:28][CH2:29]4)[CH2:20][CH2:19]3)[N:9]=[C:8]([C:5]3[CH:6]=[CH:7][C:2]([NH:1][C:33](=[O:40])[C:34]4[CH:39]=[CH:38][CH:37]=[CH:36][CH:35]=4)=[C:3]([O:31][CH3:32])[CH:4]=3)[C:16]=12. Reported procedure: To a stirred solution of 3-(4-amino-3-methoxyphenyl)-1-[4-(4-methylpiperazino)-cyclohexyl]-1H-pyrazolo[3,4-d]pyrimidin-4-amine (Intermediate AP) (0.31 g, 0.00071 mol) and benzoyl chloride (0.105 g, 0.00075 mol) in anhydrous dichloromethane (10 mL) N-ethyl-N,N-diisopropylamine (0.11 g, 0.00085 moL) was added dropwise over a 5 min. period. The stirring under nitrogen was continued for an additional 4 hours, the solvent was removed under reduced pressure and the residue was partitioned between ethy... The reactants are (S)-Alloc-Asp(t-Bu)H1b, C(C)(=O)OCC.CCCCCC (ethyl acetate hexane), [K+].[Br-] (KBr), (3S,4R,S) t-Butyl N-(allyloxycarbonyl)-3-amino-4-hydroxy-4-(2-(7-methoxybenzoxazolyl))butanoate, COC1=CC=CC=2N=COC21 (7-Methoxybenzoxazole), C(CCC)[Li] (n-butyl lithium), hexanes, MgBr2OEt2 . Run in C1CCOC1 (THF), C1CCOC1 (THF). Run at temperature -78 celsius, time 20 minute. Product: COC1=CC=CC2=C1N=CO2 (4-Methoxybenzoxazole). Isolated yield 81.0%. Reaction SMILES: [K+].[Br-].CO[C:5]1[C:13]2[O:12][CH:11]=[N:10][C:9]=2[CH:8]=[CH:7][CH:6]=1.C([Li])CCC.[C:19](OCC)(=[O:21])C.CCCCCC>C1COCC1>[CH3:19][O:21][C:8]1[C:9]2[N:10]=[CH:11][O:12][C:13]=2[CH:5]=[CH:6][CH:7]=1 |f:0.1,4.5|. Procedure: To a suspension of 4-hydroxybenzoxazole (2.00 g, 14.8 mmol) (Musser et al., J. Med. Chem., 30, pp. 62-67 (1987)) in acetone (80.0 ml) was added dried K2CO3 (2.25 g, 16.3 mmol) followed by iodomethane (1.38 ml, 22.2 mmol). The reaction was heated under reflux under N2 for 4.5 h, then filtered and reduced in vacuo to afford the crude product. The resulting residue was purified by flash chromatography (25:75 ethyl acetate/hexane) to give 2.0 g (91) of the title compound as a white crystalline solid... Product: FC=1C=C(C=C(C1)F)/C=C/C(=O)N1CCC(CC1)C=O (1-[(2E)-3-(3,5-difluorophenyl)-2-propenoyl]-4-piperidinecarbaldehyde). Run at temperature -78 celsius, time 10 minute. Reaction SMILES: C(Cl)(=O)C(Cl)=O.CS(C)=O.[F:11][C:12]1[CH:13]=[C:14](/[CH:19]=[CH:20]/[C:21]([N:23]2[CH2:28][CH2:27][CH:26]([CH2:29][OH:30])[CH2:25][CH2:24]2)=[O:22])[CH:15]=[C:16]([F:18])[CH:17]=1>C(Cl)Cl>[F:18][C:16]1[CH:15]=[C:14](/[CH:19]=[CH:20]/[C:21]([N:23]2[CH2:24][CH2:25][CH:26]([CH:29]=[O:30])[CH2:27][CH2:28]2)=[O:22])[CH:13]=[C:12]([F:11])[CH:17]=1. Procedure: A 2-L round bottom flask was charged with DCM (900 mL) and oxalylchloride (25.36 g, 0.20 mole, 1.3 eq.) and cooled to −78° C. Dimethylsulfoxide (DMSO, 31.22 g, 0.40 mole, 2.6 eq.) was added dropwise and the mixture was stirred at −78° C. for 10 min. Then, {1-[(2E)-3-(3,5-difluorophenyl)-2-propenoyl]-4-piperidinyl}methanol (43.2 g, 0.15 mole, 1.0 eq, dissolved in 100 mL of DCM and a few mL DMSO) was added slowly. After stirring for another 30 min at −78° C., TEA (93.14 g, 0.92 mole, 6.0 eq.) was ... Isolated yield 82.0%. Solvent: C(Cl)Cl (DCM), C(Cl)Cl (DCM), C(Cl)Cl (DCM). Starting materials: C(C(=O)Cl)(=O)Cl (oxalylchloride), FC=1C=C(C=C(C1)F)/C=C/C(=O)N1CCC(CC1)CO ({1-[(2E)-3-(3,5-difluorophenyl)-2-propenoyl]-4-piperidinyl}methanol), CS(=O)C (Dimethylsulfoxide), TEA, CS(=O)C (DMSO). Reactants: C1(=CC=CC=C1)C(=NNC1=CC=C(C=C1)F)C1=CC=CC=C1 (1-(diphenylmethylene)-2-(4-fluorophenyl)-hydrazine), BrCCC1=CC(=CC=C1)F (1-(2-bromoethyl)-3-fluorobenzene). Product: C1(=CC=CC=C1)C(=NN(C1=CC=C(C=C1)F)CCC1=CC(=CC=C1)F)C1=CC=CC=C1 (2-(diphenylmethylene)-1-(3-fluorophenethyl)-1-(4-fluorophenyl)hydrazine). As a reaction SMILES: [C:1]1([C:7]([C:17]2[CH:22]=[CH:21][CH:20]=[CH:19][CH:18]=2)=[N:8][NH:9][C:10]2[CH:15]=[CH:14][C:13]([F:16])=[CH:12][CH:11]=2)[CH:6]=[CH:5][CH:4]=[CH:3][CH:2]=1.Br[CH2:24][CH2:25][C:26]1[CH:31]=[CH:30][CH:29]=[C:28]([F:32])[CH:27]=1>>[C:17]1([C:7]([C:1]2[CH:2]=[CH:3][CH:4]=[CH:5][CH:6]=2)=[N:8][N:9]([CH2:24][CH2:25][C:26]2[CH:31]=[CH:30][CH:29]=[C:28]([F:32])[CH:27]=2)[C:10]2[CH:15]=[CH:14][C:13]([F:16])=[CH:12][CH:11]=2)[CH:18]=[CH:19][CH:20]=[CH:21][CH:22]=1. Reported procedure: General procedure B was used to convert 1-(diphenylmethylene)-2-(4-fluorophenyl)-hydrazine (200 mg, 0.69 mmol; Example 84A) and 1-(2-bromoethyl)-3-fluorobenzene (280 mg, 1.37 mmol; Aldrich) into the title compound: MS (DCI/NH3) 413 m/z (M+H)+.